This data is from the Open Reaction Database (ORD), a public repository of structured organic reaction records. The task is: describe an organic reaction: reactants, conditions, products, and yield Starting materials: C(C1=CC=CC=C1)OC=1C(=CC(=NC1CCCCCCCCCCOCOC)N)C (5-(benzyloxy)-6-(10-(methoxymethoxy)decyl)-4-methylpyridin-2-amine). Reagents/catalysts: [OH-].[OH-].[Pd+2] (palladium hydroxide on carbon), Cl (HCl). Run in CO (methanol). Yields the product NC1=CC(=C(C(=N1)CCCCCCCCCCO)O)C (6-amino-2-(10-hydroxydecyl)-4-methylpyridin-3-ol). As a reaction SMILES: C([O:8][C:9]1[C:10]([CH3:30])=[CH:11][C:12]([NH2:29])=[N:13][C:14]=1[CH2:15][CH2:16][CH2:17][CH2:18][CH2:19][CH2:20][CH2:21][CH2:22][CH2:23][CH2:24][O:25]COC)C1C=CC=CC=1>CO.Cl.[OH-].[OH-].[Pd+2]>[NH2:29][C:12]1[N:13]=[C:14]([CH2:15][CH2:16][CH2:17][CH2:18][CH2:19][CH2:20][CH2:21][CH2:22][CH2:23][CH2:24][OH:25])[C:9]([OH:8])=[C:10]([CH3:30])[CH:11]=1 |f:3.4.5|. Reported procedure: To a stirred solution containing 113 mg (0.27 mmol) of 5-(benzyloxy)-6-(10-(methoxymethoxy)decyl)-4-methylpyridin-2-amine in 10 mL of methanol were added two drops of concentrated HCl and the mixture was stirred at reflux for 16 h. To the mixture were added 5 mg of 20% palladium hydroxide on carbon (Degussa type E101 NE/N). The reaction mixture was stirred at 23° C. under hydrogen atmosphere for 15 min. The reaction mixture was filtered through celite and the filtrated was concentrated under dim... The reactants are CC1(C)C(C=C(Cl)Cl)C1C(=O)[O-], CN(C)C=O, Fc1cccc(Oc2ccc(F)c(CBr)c2)c1, [Na+]. Yields the product CC1(C)C(C=C(Cl)Cl)C1C(=O)OCc1cc(Oc2cccc(F)c2)ccc1F. RXN SMILES: [CH3:1][C:2]1([CH3:12])[CH:3]([C:9](=[O:10])[O-:11])[CH:4]1[CH:5]=[C:6]([Cl:7])[Cl:8].[CH3:31][N:32]([CH3:33])[CH:34]=[O:35].[F:14][c:15]1[cH:16][c:17]([O:18][c:19]2[cH:20][c:21]([CH2:22][Br:23])[c:24]([F:27])[cH:25][cH:26]2)[cH:28][cH:29][cH:30]1.[Na+:13]>>[CH3:1][C:2]1([CH3:12])[CH:3]([C:9](=[O:10])[O:11][CH2:22][c:21]2[cH:20][c:19]([O:18][c:17]3[cH:16][c:15]([F:14])[cH:30][cH:29][cH:28]3)[cH:26][cH:25][c:24]2[F:27])[CH:4]1[CH:5]=[C:6]([Cl:7])[Cl:8]. Starting materials: CO, CCOC(C)=O, CN(c1cc(C=CC2CC2)cc(C(=O)O)c1)S(C)(=O)=O. Yields the product CN(c1cc(CCC2CC2)cc(C(=O)O)c1)S(C)(=O)=O. Reaction SMILES: [CH3:21][OH:22].[CH3:23][CH2:24][O:25][C:26](=[O:27])[CH3:28].[CH:1]1([CH:4]=[CH:5][c:6]2[cH:7][c:8]([C:9](=[O:10])[OH:11])[cH:12][c:13]([N:15]([S:16](=[O:17])(=[O:18])[CH3:19])[CH3:20])[cH:14]2)[CH2:2][CH2:3]1>>[CH:1]1([CH2:4][CH2:5][c:6]2[cH:7][c:8]([C:9](=[O:10])[OH:11])[cH:12][c:13]([N:15]([S:16](=[O:17])(=[O:18])[CH3:19])[CH3:20])[cH:14]2)[CH2:2][CH2:3]1. Reactants: CC(C)O, CC1(C)OC2CCC(c3cnc4c(Cl)nccn34)C2O1, N. Yields the product CC1(C)OC2CCC(c3cnc4c(N)nccn34)C2O1. Reaction SMILES: [CH:22]([OH:23])([CH3:24])[CH3:25].[Cl:2][c:3]1[c:4]2[n:5]([cH:6][cH:7][n:8]1)[c:9]([CH:12]1[CH2:13][CH2:14][CH:15]3[O:16][C:17]([CH3:20])([CH3:21])[O:18][CH:19]13)[cH:10][n:11]2.[NH3:1]>>[NH2:1][c:3]1[c:4]2[n:5]([cH:6][cH:7][n:8]1)[c:9]([CH:12]1[CH2:13][CH2:14][CH:15]3[O:16][C:17]([CH3:20])([CH3:21])[O:18][CH:19]13)[cH:10][n:11]2. Reactants: CC(C)(C)OC(=O)NC1CCN(CCC#N)CC1, ClCCl, O=C(O)C(F)(F)F. The product is N#CCCN1CCC(N)CC1. RXN SMILES: [C:8](#[N:9])[CH2:10][CH2:11][N:12]1[CH2:13][CH2:14][CH:15]([NH:18][C:19](=[O:20])[O:21][C:22]([CH3:23])([CH3:24])[CH3:25])[CH2:16][CH2:17]1.[Cl:26][CH2:27][Cl:28].[F:1][C:2]([F:3])([F:4])[C:5]([OH:6])=[O:7]>>[C:8](#[N:9])[CH2:10][CH2:11][N:12]1[CH2:13][CH2:14][CH:15]([NH2:18])[CH2:16][CH2:17]1. Reactants: CCCCCC, O=C(O)CCCCl, O, C=CCO. Product: C=CCOC(=O)CCCCl. Reaction SMILES: [CH3:12][CH2:13][CH2:14][CH2:15][CH2:16][CH3:17].[Cl:1][CH2:2][CH2:3][CH2:4][C:5](=[O:6])[OH:7].[OH2:18].[OH:8][CH2:9][CH:10]=[CH2:11]>>[Cl:1][CH2:2][CH2:3][CH2:4][C:5](=[O:6])[O:7][CH2:11][CH:10]=[CH2:9]. Solvent: CN(C)C=O (DMF). Reagents/catalysts: [Cu]I (copper (I) iodide). As a reaction SMILES: [Cl:1][C:2]1[CH:10]=[CH:9][C:8]2[NH:7][C:6]3[CH2:11][CH2:12][N:13]([CH2:15][CH2:16][CH2:17][CH:18]([C:20]4[CH:25]=[CH:24][C:23]([F:26])=[CH:22][CH:21]=4)[OH:19])[CH2:14][C:5]=3[C:4]=2[CH:3]=1.P([O-])([O-])([O-])=O.[K+].[K+].[K+].N1CCC[C@H]1C(O)=O.Br[CH:44]=[C:45]([C:47]1[CH:52]=[CH:51][N:50]=[CH:49][CH:48]=1)[CH3:46]>CN(C=O)C.[Cu]I>[Cl:1][C:2]1[CH:10]=[CH:9][C:8]2[N:7](/[CH:44]=[C:45](/[C:47]3[CH:52]=[CH:51][N:50]=[CH:49][CH:48]=3)\[CH3:46])[C:6]3[CH2:11][CH2:12][N:13]([CH2:15][CH2:16][CH2:17][CH:18]([C:20]4[CH:21]=[CH:22][C:23]([F:26])=[CH:24][CH:25]=4)[OH:19])[CH2:14][C:5]=3[C:4]=2[CH:3]=1 |f:1.2.3.4|. Procedure details: 4-(8-Chloro-3,4-dihydro-1H-pyrido[4,3-b]indol-2(5H)-yl)-1-(4-fluorophenyl)butan-1-ol (200 mg, 0.538 mmol) was dissolved in DMF (5 mL). potassium phosphate (457 mg, 2.15 mmol), copper (I) iodide (10.22 mg, 0.054 mmol) and L-proline (12.4 mg, 0.108 mmol) were added, followed by addition of 4-(1-bromoprop-1-en-2-yl)pyridine (158.1 mg, 0.806 mmol). Nitrogen gas was purged for 2 min and the reaction mixture was heated at 85° C. overnight (prolonged heating required in some cases). DMF was evaporated,... The product is ClC1=CC=2C3=C(N(C2C=C1)\C=C(/C)\C1=CC=NC=C1)CCN(C3)CCCC(O)C3=CC=C(C=C3)F ((E)-4-(8-chloro-5-(2-(pyridin-4-yl)prop-1-enyl)-3,4-dihydro-1H-pyrido[4,3-b]indol-2(5H)-yl)-1-(4-fluorophenyl)butan-1-ol). Starting materials: P(=O)([O-])([O-])[O-].[K+].[K+].[K+] (potassium phosphate), N1[C@H](C(=O)O)CCC1 (L-proline), BrC=C(C)C1=CC=NC=C1 (4-(1-bromoprop-1-en-2-yl)pyridine), ClC1=CC=2C3=C(NC2C=C1)CCN(C3)CCCC(O)C3=CC=C(C=C3)F (4-(8-Chloro-3,4-dihydro-1H-pyrido[4,3-b]indol-2(5H)-yl)-1-(4-fluorophenyl)butan-1-ol). Run at temperature 85 celsius. The reactants are C(CC)C1CCC(CC1)C1CCC(CC1)C=1[Se]C=CC1 (2-(4′-propylbicyclohexyl-4-yl)selenophene), CI (methyl iodide), [Cl-].[NH4+] (ammonium chloride), [Li]CCCC (n-BuLi), N (ammonia). The solvent is C(C)OCC (diethyl ether). Conditions: temperature -60 celsius, time 8.5 hour. Product: CC=1[Se]C(=CC1)C1CCC(CC1)C1CCC(CC1)CCC (2-Methyl-5-(4′-propylbicyclohexyl-4-yl)selenophene), solid. Reaction SMILES: [CH2:1]([CH:4]1[CH2:9][CH2:8][CH:7]([CH:10]2[CH2:15][CH2:14][CH:13]([C:16]3[Se:17][CH:18]=[CH:19][CH:20]=3)[CH2:12][CH2:11]2)[CH2:6][CH2:5]1)[CH2:2][CH3:3].[Li][CH2:22]CCC.CI.[Cl-].[NH4+].N>C(OCC)C>[CH3:22][C:18]1[Se:17][C:16]([CH:13]2[CH2:14][CH2:15][CH:10]([CH:7]3[CH2:6][CH2:5][CH:4]([CH2:1][CH2:2][CH3:3])[CH2:9][CH2:8]3)[CH2:11][CH2:12]2)=[CH:20][CH:19]=1 |f:3.4|. Procedure: 2.0 g (5.9 mmol) of 2-(4′-propylbicyclohexyl-4-yl)selenophene are initially introduced in 20 ml of diethyl ether, and 5.0 ml (8.0 mmol, 15% soln. in hexane) of n-BuLi are metered in rapidly. The mixture is heated under reflux for 25 min and subsequently cooled to −60° C. 1.5 ml (24.1 mmol) of methyl iodide are added, and the batch is stirred for 8.5 h with slow thawing to RT. Sat. ammonium chloride soln. and conc. ammonia soln. are added successively, and the mixture is stirred vigorously for a ...